describe an organic reaction: reactants, conditions, products, and yield From a dataset of the Open Reaction Database (ORD), a public repository of structured organic reaction records. Reactants: CC(=O)[O-], CC(=O)OC(C)=O, COc1ccc2c(c1)CCNCC2, Cl, [Na+]. Yields the product COc1ccc2c(c1)CCN(C(C)=O)CC2. As a reaction SMILES: [CH3:16][C:17]([O-:18])=[O:19].[CH3:20][C:21]([O:22][C:23](=[O:24])[CH3:25])=[O:26].[CH3:2][O:3][c:4]1[cH:5][c:6]2[c:7]([cH:13][cH:14]1)[CH2:8][CH2:9][NH:10][CH2:11][CH2:12]2.[ClH:1].[Na+:15]>>[CH3:2][O:3][c:4]1[cH:5][c:6]2[c:7]([cH:13][cH:14]1)[CH2:8][CH2:9][N:10]([C:17]([CH3:16])=[O:18])[CH2:11][CH2:12]2. Starting materials: CCOC(=O)c1cnc(C(=O)OC(C)(C)C)cn1, CO, [K+], [OH-]. Product: CC(C)(C)OC(=O)c1cnc(C(=O)O)cn1. RXN SMILES: [C:1]([CH3:2])([CH3:3])([CH3:4])[O:5][C:6](=[O:7])[c:8]1[n:9][cH:10][c:11]([C:14](=[O:15])[O:16][CH2:17][CH3:18])[n:12][cH:13]1.[CH3:21][OH:22].[K+:20].[OH-:19]>>[C:1]([CH3:2])([CH3:3])([CH3:4])[O:5][C:6](=[O:7])[c:8]1[n:9][cH:10][c:11]([C:14](=[O:15])[OH:16])[n:12][cH:13]1. The reactants are CC=1C=C(C=CC1[N+](=O)[O-])C=1C=NC=CC1 (3-(3-methyl-4-nitrophenyl)pyridine), C(CC)I (propyliodide). Solvent: CC(C(C)(C)C)=O (pinacolone). Conditions: temperature 102 celsius, time 12 hour. Yields the product [I-].CC=1C=C(C=CC1[N+](=O)[O-])C=1C=[N+](C=CC1)CCC (3-(3-methyl-4-nitrophenyl)-1-propylpyridinium iodide). Isolated yield 94.3%. As a reaction SMILES: [CH3:1][C:2]1[CH:3]=[C:4]([C:11]2[CH:12]=[N:13][CH:14]=[CH:15][CH:16]=2)[CH:5]=[CH:6][C:7]=1[N+:8]([O-:10])=[O:9].[CH2:17]([I:20])[CH2:18][CH3:19]>CC(=O)C(C)(C)C>[I-:20].[CH3:1][C:2]1[CH:3]=[C:4]([C:11]2[CH:12]=[N+:13]([CH2:17][CH2:18][CH3:19])[CH:14]=[CH:15][CH:16]=2)[CH:5]=[CH:6][C:7]=1[N+:8]([O-:10])=[O:9] |f:3.4|. Procedure details: To pinacolone (200 mL, Aldrich) were added 3-(3-methyl-4-nitrophenyl)pyridine (5.3 g, 24.0 mmol) and propyliodide (17.0 g, 100.0 mmol, Fluka). The reaction was stirred at 102° C. for 12 h. Solids were collected and washed with MeOH (2×20 mL) to afford 3-(3-methyl-4-nitrophenyl)-1-propylpyridinium iodide (8.7 g, 90% yield). 1H NMR (400 MHz, DMSO-d6) δ ppm 0.92 (t, J=7.3 Hz, 3 H), 1.97-2.06 (m, 2 H), 2.62 (s, 3 H), 4.62 (t, J=7.3 Hz, 2 H), 7.98 (dd, J=8.5, 1.9 Hz, 1 H), 8.07 (d, J=1.1 Hz, 1H), 8.2... The reactants are FC(COC=1C(=CC(=NC1)CO)C)F ((5-(2,2-difluoroethoxy)-4-methylpyridin-2-yl)methanol), C1(C=2C(C(N1)=O)=CC=CC2)=O (phthalimide), CCCCCCCCCCCCN (Amine-12). Yields the product FC(COC=1C(=CC(=NC1)CN1C(C2=CC=CC=C2C1=O)=O)C)F (2-((5-(2,2-difluoroethoxy)-4-methylpyridin-2-yl)methyl)isoindoline-1,3-dione). As a reaction SMILES: [F:1][CH:2]([F:14])[CH2:3][O:4][C:5]1[C:6]([CH3:13])=[CH:7][C:8]([CH2:11]O)=[N:9][CH:10]=1.[C:15]1(=[O:25])[NH:19][C:18](=[O:20])[C:17]2=[CH:21][CH:22]=[CH:23][CH:24]=[C:16]12.CCCCCCCCCCCCN>>[F:1][CH:2]([F:14])[CH2:3][O:4][C:5]1[C:6]([CH3:13])=[CH:7][C:8]([CH2:11][N:19]2[C:15](=[O:25])[C:16]3[C:17](=[CH:21][CH:22]=[CH:23][CH:24]=3)[C:18]2=[O:20])=[N:9][CH:10]=1. Isolated yield 74.0%. Procedure: The title compound is prepared in 74% yield (720 mg, white solid) from (5-(2,2-difluoroethoxy)-4-methylpyridin-2-yl)methanol (594 mg, 2.92 mmol, Step-3) and phthalimide (473 mg, 3.22 mmol) in a similar manner to Step-4 of Amine-12. The reactants are CC1(C(NC(C2=C(C(=CC=C12)NC(=O)C)[N+](=O)[O-])=O)=O)C (4,4-dimethyl-7-acetamino-8-nitro-2H,4H-isoquinoline-1,3-dione), C1(CC1)C(=O)Cl (cyclopropane carboxylic acid chloride). The product is CC1(C(NC(C2=C(C(=CC=C12)NC(=O)C1CC1)[N+](=O)[O-])=O)=O)C (4,4-Dimethyl-7-(cyclopropylcarbonyl-amino)-8-nitro-2H,4H-isoquinoline-1,3-dione). Reaction SMILES: [CH3:1][C:2]1([CH3:21])[C:11]2[C:6](=[C:7]([N+:16]([O-:18])=[O:17])[C:8]([NH:12][C:13]([CH3:15])=[O:14])=[CH:9][CH:10]=2)[C:5](=[O:19])[NH:4][C:3]1=[O:20].[CH:22]1(C(Cl)=O)C[CH2:23]1>>[CH3:1][C:2]1([CH3:21])[C:11]2[C:6](=[C:7]([N+:16]([O-:18])=[O:17])[C:8]([NH:12][C:13]([CH:15]3[CH2:23][CH2:22]3)=[O:14])=[CH:9][CH:10]=2)[C:5](=[O:19])[NH:4][C:3]1=[O:20]. Procedure: Prepared analogous to Example 1b from 5.8 gm of 4,4-dimethyl-7-acetamino-8-nitro-2H,4H-isoquinoline-1,3-dione and 6.3 gm of cyclopropane carboxylic acid chloride (heating time: 30 hours). Starting materials: N[C@@H](CC(=O)O)C(=O)[O-].[Na+] (Monosodium Aspartate), N[C@@H](CC(=O)O)C(=O)[O-].[NH4+] (Monoammonium Aspartate). The product is N[C@@H](CC(=O)[O-])C(=O)[O-].[Na+].[Na+] (Sodium Aspartate), C1(CCC(N1)=O)=O (Succinimide). Reaction SMILES: [NH2:1][C@H:2]([C:7]([O-:9])=[O:8])[CH2:3][C:4]([OH:6])=[O:5].[Na+:10].N[C@H:12]([C:17]([O-])=[O:18])[CH2:13][C:14](O)=[O:15].[NH4+:20]>>[NH2:1][C@H:2]([C:7]([O-:9])=[O:8])[CH2:3][C:4]([O-:6])=[O:5].[Na+:10].[Na+:10].[C:17]1(=[O:18])[NH:20][C:14](=[O:15])[CH2:13][CH2:12]1 |f:0.1,2.3,4.5.6|. Procedure details: Thermal Polymerization of the 1:1 Equivalent Comonomeric Composition Prepared from the Solution of Monosodium Aspartate and Monoammonium Aspartate to Produce a Copolymer of Sodium Aspartate and Succinimide by Thermal Treatment at 220° C. Reactants: BrC1=CC=C(O[C@H]([C@@H](CCC=2C=NC=CC2)O)CC)C=C1 ((3R,4S)-4-(4-bromophenoxy)-1-pyridin-3-yl-hexan-3-ol), C(C)(C)(C)[Si](C)(C)Cl (tertbutyldimethylsilyl chloride), N1C=NC=C1 (imidazole). The solvent is CN(C=O)C (N,N-dimethylformamide). Conditions: temperature 50 celsius. Product: BrC1=CC=C(O[C@H]([C@@H](CCC=2C=NC=CC2)O[Si](C)(C)C(C)(C)C)CC)C=C1 ((3R,4S)-3-[4-(4-Bromophenoxy)-3-(t-butyldimethylsilanyloxy)hexyl]pyridine). The yield is 40.0%. RXN SMILES: [Br:1][C:2]1[CH:21]=[CH:20][C:5]([O:6][C@@H:7]([CH2:18][CH3:19])[C@H:8]([OH:17])[CH2:9][CH2:10][C:11]2[CH:12]=[N:13][CH:14]=[CH:15][CH:16]=2)=[CH:4][CH:3]=1.[C:22]([Si:26](Cl)([CH3:28])[CH3:27])([CH3:25])([CH3:24])[CH3:23].N1C=CN=C1>CN(C)C=O>[Br:1][C:2]1[CH:3]=[CH:4][C:5]([O:6][C@@H:7]([CH2:18][CH3:19])[C@H:8]([O:17][Si:26]([C:22]([CH3:25])([CH3:24])[CH3:23])([CH3:28])[CH3:27])[CH2:9][CH2:10][C:11]2[CH:12]=[N:13][CH:14]=[CH:15][CH:16]=2)=[CH:20][CH:21]=1. Reported procedure: To a solution of (3R,4S)-4-(4-bromophenoxy)-1-pyridin-3-yl-hexan-3-ol (1.34 g, Example 87d)) in dry N,N-dimethylformamide (30 ml) was added tertbutyldimethylsilyl chloride (0.80 g) and imidazole (0.77 g) and the resulting solution heated at 50° C. for 20 hours. The solution was concentrated in vacuo. The residue was made basic by addition of saturated sodium hydrogen carbonate solution and extracted with ethyl acetate. The combined extracts were dried over anhydrous magnesium sulfate, filtered a... Reactants: C1CCOC1, COc1ccc(-c2ncc3n2CNc2ccccc2-3)cc1, CC(=O)Cl, CCN(C(C)C)C(C)C. Yields the product COc1ccc(-c2ncc3n2CN(C(C)=O)c2ccccc2-3)cc1. RXN SMILES: [CH2:35]1[O:36][CH2:37][CH2:38][CH2:39]1.[CH3:1][O:2][c:3]1[cH:4][cH:5][c:6](-[c:9]2[n:10][cH:11][c:12]3[n:13]2[CH2:14][NH:15][c:16]2[cH:17][cH:18][cH:19][cH:20][c:21]2-3)[cH:7][cH:8]1.[CH3:31][C:32]([Cl:33])=[O:34].[CH:22]([N:23]([CH:24]([CH3:25])[CH3:26])[CH2:27][CH3:28])([CH3:29])[CH3:30]>>[CH3:1][O:2][c:3]1[cH:4][cH:5][c:6](-[c:9]2[n:10][cH:11][c:12]3[n:13]2[CH2:14][N:15]([C:32]([CH3:31])=[O:34])[c:16]2[cH:17][cH:18][cH:19][cH:20][c:21]2-3)[cH:7][cH:8]1.